From a dataset of the Open Reaction Database (ORD), a public repository of structured organic reaction records. describe an organic reaction: reactants, conditions, products, and yield Reactants: Cc1cn(-c2cc(N)cc(C(F)(F)F)c2)cn1, Cc1nccn1-c1cc(N)cc(C(F)(F)F)c1, O=C(O)c1ccc(Nc2nccc(-c3cccnc3)n2)cc1. Product: Cc1nccn1-c1cc(NC(=O)c2ccc(Nc3nccc(-c4cccnc4)n3)cc2)cc(C(F)(F)F)c1. As a reaction SMILES: [CH3:18][c:19]1[n:20][cH:21][n:22](-[c:23]2[cH:24][c:25]([NH2:26])[cH:27][c:28]([C:29]([F:30])([F:31])[F:32])[cH:33]2)[cH:34]1.[CH3:1][c:2]1[n:3](-[c:7]2[cH:8][c:9]([NH2:17])[cH:10][c:11]([C:13]([F:14])([F:15])[F:16])[cH:12]2)[cH:4][cH:5][n:6]1.[n:35]1[cH:36][c:37](-[c:41]2[n:42][c:43]([NH:47][c:48]3[cH:49][cH:50][c:51]([C:52](=[O:53])[OH:54])[cH:55][cH:56]3)[n:44][cH:45][cH:46]2)[cH:38][cH:39][cH:40]1>>[CH3:1][c:2]1[n:3](-[c:7]2[cH:8][c:9]([NH:17][C:52]([c:51]3[cH:50][cH:49][c:48]([NH:47][c:43]4[n:42][c:41](-[c:37]5[cH:36][n:35][cH:40][cH:39][cH:38]5)[cH:46][cH:45][n:44]4)[cH:56][cH:55]3)=[O:53])[cH:10][c:11]([C:13]([F:14])([F:15])[F:16])[cH:12]2)[cH:4][cH:5][n:6]1.